From a dataset of the Open Reaction Database (ORD), a public repository of structured organic reaction records. describe an organic reaction: reactants, conditions, products, and yield The reactants are C1COCCO1, CCc1ccc(B(O)O)cc1, Cc1ccccc1, FC(F)(F)c1ccc(Cl)nc1Cl, [Na+], [Na+], O=C([O-])[O-], O. Yields the product CCc1ccc(-c2ccc(C(F)(F)F)c(Cl)n2)cc1. RXN SMILES: [CH2:13]1[O:14][CH2:15][CH2:16][O:17][CH2:18]1.[CH2:25]([CH3:26])[c:27]1[cH:28][cH:29][c:30]([B:33]([OH:34])[OH:35])[cH:31][cH:32]1.[CH3:36][c:37]1[cH:38][cH:39][cH:40][cH:41][cH:42]1.[Cl:1][c:2]1[n:3][c:4]([Cl:12])[cH:5][cH:6][c:7]1[C:8]([F:9])([F:10])[F:11].[Na+:19].[Na+:20].[O-:21][C:22](=[O:23])[O-:24].[OH2:43]>>[Cl:1][c:2]1[n:3][c:4](-[c:30]2[cH:29][cH:28][c:27]([CH2:25][CH3:26])[cH:32][cH:31]2)[cH:5][cH:6][c:7]1[C:8]([F:9])([F:10])[F:11]. Reactants: CO, Nc1c(-c2cccnc2)cncc1[N+](=O)[O-]. Yields the product Nc1cncc(-c2cccnc2)c1N. As a reaction SMILES: [CH3:17][OH:18].[N+:1]([O-:2])(=[O:3])[c:4]1[c:5]([NH2:16])[c:6](-[c:10]2[cH:11][n:12][cH:13][cH:14][cH:15]2)[cH:7][n:8][cH:9]1>>[NH2:1][c:4]1[c:5]([NH2:16])[c:6](-[c:10]2[cH:11][n:12][cH:13][cH:14][cH:15]2)[cH:7][n:8][cH:9]1. The reactants are C1(CC1)C=1C=C(C(=NC1)N1CCN(CC1)C(=O)C=1C=CC(=NC1)N1C(OC[C@H]1CO)=O)C ((R)-3-{5-[4-(5-cyclopropyl-3-methylpyridin-2-yl)piperazine-1-carbonyl]pyridin-2-yl}-4-hydroxymethyloxazolidin-2-one), CI (methyl iodide). Yields the product C1(CC1)C=1C=C(C(=NC1)N1CCN(CC1)C(=O)C=1C=CC(=NC1)N1C(OC[C@H]1COC)=O)C ((R)-3-{5-[4-(5-cyclopropyl-3-methylpyridin-2-yl)piperazine-1-carbonyl]pyridin-2-yl}-4-methoxymethyloxazolidin-2-one). As a reaction SMILES: [CH:1]1([C:4]2[CH:5]=[C:6]([CH3:32])[C:7]([N:10]3[CH2:15][CH2:14][N:13]([C:16]([C:18]4[CH:19]=[CH:20][C:21]([N:24]5[C@H:28]([CH2:29][OH:30])[CH2:27][O:26][C:25]5=[O:31])=[N:22][CH:23]=4)=[O:17])[CH2:12][CH2:11]3)=[N:8][CH:9]=2)[CH2:3][CH2:2]1.[CH3:33]I>>[CH:1]1([C:4]2[CH:5]=[C:6]([CH3:32])[C:7]([N:10]3[CH2:15][CH2:14][N:13]([C:16]([C:18]4[CH:19]=[CH:20][C:21]([N:24]5[C@H:28]([CH2:29][O:30][CH3:33])[CH2:27][O:26][C:25]5=[O:31])=[N:22][CH:23]=4)=[O:17])[CH2:12][CH2:11]3)=[N:8][CH:9]=2)[CH2:2][CH2:3]1. Procedure details: By reaction and treatment in the same manner as in Example 73 and using (R)-3-{5-[4-(5-cyclopropyl-3-methylpyridin-2-yl)piperazine-1-carbonyl]pyridin-2-yl}-4-hydroxymethyloxazolidin-2-one (144 mg) described in Example 245 and methyl iodide (38 μL), the title compound (85 mg) was obtained. The reactants are CON=CC=1CN(CCC1)CC1=CC=CC=C1 (1-benzyl-1,2,5,6-tetrahydropyridin-3-carboxaldehyde-O-methyloxime), ClC(C)OC(=O)Cl (alpha-chloroethyl-chloroformate). The solvent is ClCCCl (1,2-dichloroethane). The product is CON=CC=1CN(CCC1)C(=O)OC(C)Cl (1-alpha-chloroethoxycarbonyl-1,2,5,6-tetrahydropyridin-3-carboxaldehyde-O-methyloxime). Isolated yield 140.0%. RXN SMILES: [CH3:1][O:2][N:3]=[CH:4][C:5]1[CH2:6][N:7](CC2C=CC=CC=2)[CH2:8][CH2:9][CH:10]=1.[Cl:18][CH:19]([O:21][C:22](Cl)=[O:23])[CH3:20]>ClCCCl>[CH3:1][O:2][N:3]=[CH:4][C:5]1[CH2:6][N:7]([C:22]([O:21][CH:19]([Cl:18])[CH3:20])=[O:23])[CH2:8][CH2:9][CH:10]=1. Reported procedure: A solution of 13.2 g of 1-benzyl-1,2,5,6-tetrahydropyridin-3-carboxaldehyde-O-methyloxime in 120 cm3 of anhydrous 1,2-dichloroethane is cooled to 0° C., 11.7 g of alpha-chloroethyl-chloroformate is added and the whole is heated to reflux for 2 hours. After cooling, the insoluble matter is filtered off. The filtrate is evaporated to dryness, and the residue is taken up with anhydrous ether, diluted and filtered. The filtrate is evaporated and 19.8 g of product is obtained which is used immediatel... The reactants are ClC(=O)OCC (ethyl chloroformate), [OH-].[Na+] (NaOH), N[C@H](CN(C(OCC[Si](C)(C)C)=O)C)CC1CCCCC1 ((2-(trimethylsilyl)ethyl) (S)-2-amino-3-cyclohexylpropyl-methylcarbamate), C(=S)=S (CS2), oil, ClC=1C=C(C=CC1)[C@@](CCCCOC)(O)[C@H]1CNCCC1 ((S)-1-(3-chlorophenyl)-5-methoxy-1-((R)-piperidin-3-yl)pentan-1-ol), 2-g. Solvent: CCOCC (ether), O (water), C1CCOC1 (THF), CC#N (MeCN). Reaction conditions: temperature 40 celsius. Yields the product C1(CCCCC1)C[C@@H](CN(C(=O)OCC[Si](C)(C)C)C)NC(=S)N1C[C@@H](CCC1)[C@@](CCCCOC)(C1=CC=CC=C1)O ((3R)-N-((S)-3-cyclohexyl-1-(N-methyl-N-(2-(trimethylsilyl)ethoxycarbonyl)amino)propan-2-yl)-3-((S)-1-hydroxy-5-methoxy-1-phenylpentyl)piperidine-1-carbothioamide). Isolated yield 42.5%. As a reaction SMILES: [NH2:1][C@@H:2]([CH2:15][CH:16]1[CH2:21][CH2:20][CH2:19][CH2:18][CH2:17]1)[CH2:3][N:4]([CH3:14])[C:5](=[O:13])[O:6][CH2:7][CH2:8][Si:9]([CH3:12])([CH3:11])[CH3:10].[C:22](=[S:24])=S.[OH-].[Na+].ClC(OCC)=O.Cl[C:34]1[CH:35]=[C:36]([C@:40]([C@@H:48]2[CH2:53][CH2:52][CH2:51][NH:50][CH2:49]2)([OH:47])[CH2:41][CH2:42][CH2:43][CH2:44][O:45][CH3:46])[CH:37]=[CH:38][CH:39]=1>C1COCC1.O.CC#N.CCOCC>[CH:16]1([CH2:15][C@H:2]([NH:1][C:22]([N:50]2[CH2:51][CH2:52][CH2:53][C@@H:48]([C@:40]([OH:47])([C:36]3[CH:35]=[CH:34][CH:39]=[CH:38][CH:37]=3)[CH2:41][CH2:42][CH2:43][CH2:44][O:45][CH3:46])[CH2:49]2)=[S:24])[CH2:3][N:4]([CH3:14])[C:5]([O:6][CH2:7][CH2:8][Si:9]([CH3:11])([CH3:12])[CH3:10])=[O:13])[CH2:17][CH2:18][CH2:19][CH2:20][CH2:21]1 |f:2.3|. Procedure details: A stirred solution of (2-(trimethylsilyl)ethyl) (S)-2-amino-3-cyclohexylpropyl-methylcarbamate (484 mg, 1.54 mmol) and CS2 (96 μL, 1.62 mmol) in THF (5 mL) was cooled in an ice bath and a solution of NaOH (65 mg, 1.62 mmol) in water (0.15 mL) was added. The mixture was heated at reflux for 1.5 h, cooled to 40° C. and treated with ethyl chloroformate (0.155 mL, 1.62 mmol). The mixture was heated at 40° C. for 30 min, cooled and poured into ether (90 mL). The ether layer was washed with water (25 ... Reactants: N1=C2C(=CC=C1)CN(C2)C2=C(C=C(C=C2)N2C(O[C@H](C2)C(=O)OC)=O)F (methyl (5R)-3-[4-(5,7-dihydro-6H-pyrrolo[3,4-b]pyridin-6-yl)-3-fluorophenyl]-2-oxo-5-oxazolidinecarboxylate), N (ammonia). Solvent: CO (methanol). Conditions: time 4 hour. The product is N1=C2C(=CC=C1)CN(C2)C2=C(C=C(C=C2)N2C(O[C@H](C2)C(=O)N)=O)F ((5R)-3-[4-(5,7-dihydro-6H-pyrrolo[3,4-b]pyridin-6-yl)-3-fluorophenyl]-2-oxo-5-oxazolidinecarboxamide). Reaction SMILES: [N:1]1[CH:6]=[CH:5][CH:4]=[C:3]2[CH2:7][N:8]([C:10]3[CH:15]=[CH:14][C:13]([N:16]4[CH2:20][C@H:19]([C:21]([O:23]C)=O)[O:18][C:17]4=[O:25])=[CH:12][C:11]=3[F:26])[CH2:9][C:2]=12.[NH3:27]>CO>[N:1]1[CH:6]=[CH:5][CH:4]=[C:3]2[CH2:7][N:8]([C:10]3[CH:15]=[CH:14][C:13]([N:16]4[CH2:20][C@H:19]([C:21]([NH2:27])=[O:23])[O:18][C:17]4=[O:25])=[CH:12][C:11]=3[F:26])[CH2:9][C:2]=12. Reported procedure: The methyl (5R)-3-[4-(5,7-dihydro-6H-pyrrolo[3,4-b]pyridin-6-yl)-3-fluorophenyl]-2-oxo-5-oxazolidinecarboxylate (Step 1) is suspended in saturated ammonia in methanol (25 mL), stirred at ambient temperature for 4 h and filtered to give the title compound, mp 257° C. (dec.); MS (ESI+) for C17H15N4O3F m/z 343 (M+H)+. Reactants: CN1N=C(C(=C1C)CC1=CC=C(C=C1)O)C (4-[(1,3,5-trimethyl-1H-pyrazol-4-yl)methyl]phenol), CN(C(=O)Cl)C1=CC=CC=C1 (N-methyl-N-phenylcarbamoyl chloride), crude product. Yields the product CN1N=C(C(=C1C)CC1=CC=C(C=C1)OC(N(C1=CC=CC=C1)C)=O)C (Methyl-phenyl-carbamic acid 4-(1,3,5-trimethyl-1H-pyrazol-4-ylmethyl)-phenyl ester). RXN SMILES: [CH3:1][N:2]1[C:6]([CH3:7])=[C:5]([CH2:8][C:9]2[CH:14]=[CH:13][C:12]([OH:15])=[CH:11][CH:10]=2)[C:4]([CH3:16])=[N:3]1.[CH3:17][N:18]([C:22]1[CH:27]=[CH:26][CH:25]=[CH:24][CH:23]=1)[C:19](Cl)=[O:20]>>[CH3:1][N:2]1[C:6]([CH3:7])=[C:5]([CH2:8][C:9]2[CH:14]=[CH:13][C:12]([O:15][C:19](=[O:20])[N:18]([CH3:17])[C:22]3[CH:27]=[CH:26][CH:25]=[CH:24][CH:23]=3)=[CH:11][CH:10]=2)[C:4]([CH3:16])=[N:3]1. Reported procedure: The title product was prepared from 4-[(1,3,5-trimethyl-1H-pyrazol-4-yl)methyl]phenol and N-methyl-N-phenylcarbamoyl chloride. The crude product was subjected to preparative HPLC (88%, oil). HPLC-MS: m/z=350.0 (M+1); Rt: 3.52 min. (66% purity). Starting materials: NC(=O)N (urea), N1C(=CC2=CC=CC=C12)C(=O)O (indol-2-carboxylic acid), ON1C(CCC1=O)=O (N-hydroxy-succinimide), C1(CCCCC1)N=C=NC1CCCCC1 (dicyclohexyl-carbodiimide). Solvent: C(C)#N (acetonitrile), C(C)OCC (diethyl ether). Reaction conditions: time 3 hour. Yields the product C(C)N(CC)CCNC(=O)C=1NC2=CC=CC=C2C1 (N-[2-(N,N-Diethylamino)ethyl]indol-2-carboxamide). As a reaction SMILES: [NH:1]1[C:9]2[C:4](=[CH:5][CH:6]=[CH:7][CH:8]=2)[CH:3]=[C:2]1[C:10]([OH:12])=O.O[N:14]1[C:18](=O)[CH2:17][CH2:16][C:15]1=O.[CH:21]1([N:27]=C=NC2CCCCC2)CCCC[CH2:22]1.NC(N)=O>C(OCC)C.C(#N)C>[CH2:15]([N:14]([CH2:22][CH2:21][NH:27][C:10]([C:2]1[NH:1][C:9]2[C:4]([CH:3]=1)=[CH:5][CH:6]=[CH:7][CH:8]=2)=[O:12])[CH2:18][CH3:17])[CH3:16]. Procedure: To a suspension of 4.83 g indol-2-carboxylic acid and 3.8 g N-hydroxy-succinimide in 60 ml abs. acetonitrile is added at room temperature a solution of 6.8 g dicyclohexyl-carbodiimide in 30 ml abs. diethyl ether, whereby the temperature rises rapidly to 33°. The suspension goes into solution and urea precipitates. The mixture is stirred at room temperature for 3 hours, filtered and the filtrate washed with acetonitrile. The filtrate is treated dropwise with 8.5 ml (60 mM) diethyl-aminoethyl amin...